From a dataset of the Open Reaction Database (ORD), a public repository of structured organic reaction records. describe an organic reaction: reactants, conditions, products, and yield Starting materials: CC1(C)OB(c2cn[nH]c2)OC1(C)C, CC#N, N#CC=CC1CCCC1, C1CCC2=NCCCN2CC1. The product is CC1(C)OB(c2cnn(C(CC#N)C3CCCC3)c2)OC1(C)C. RXN SMILES: [CH3:1][C:2]1([CH3:14])[O:3][B:4]([c:9]2[cH:10][n:11][nH:12][cH:13]2)[O:5][C:6]1([CH3:7])[CH3:8].[CH3:35][C:36]#[N:37].[CH:15]1([CH:20]=[CH:21][C:22]#[N:23])[CH2:16][CH2:17][CH2:18][CH2:19]1.[N:24]12[CH2:25][CH2:26][CH2:27][N:28]=[C:29]1[CH2:30][CH2:31][CH2:32][CH2:33][CH2:34]2>>[CH3:1][C:2]1([CH3:14])[O:3][B:4]([c:9]2[cH:10][n:11][n:12]([CH:20]([CH:15]3[CH2:16][CH2:17][CH2:18][CH2:19]3)[CH2:21][C:22]#[N:23])[cH:13]2)[O:5][C:6]1([CH3:7])[CH3:8]. The reactants are NC=1C=NN(C1)CC(=O)NC1=CC(=CC=C1)F (2-(4-amino-1H-pyrazol-1-yl)-N-(3-fluorophenyl)acetamide), C(C)(=O)OC1=C(C=C2C(=NC=NC2=C1)Cl)OC (4-chloro-6-methoxyquinazolin-7-yl acetate). Run in CC(=O)N(C)C (dimethylacetamide), C(C)OCC (diethyl ether). Product: C(C)(=O)OC1=C(C=C2C(=NC=NC2=C1)NC=1C=NN(C1)CC(=O)NC1=CC(=CC=C1)F)OC (4-[(1-{2-[(3-fluorophenyl)amino]-2-oxoethyl}-1H-pyrazol-4-yl)amino]-6-methoxyquinazolin-7-yl acetate), FC=1C=C(C=CC1)NC(CN1N=CC(=C1)NC1=NC=NC2=CC(=C(C=C12)OC)O)=O (N-(3-fluorophenyl)-2-{4-[(7-hydroxy-6-methoxyquinazolin-4-yl)amino]-1H-pyrazol-1-yl}acetamide). Isolated yield 175.3%. RXN SMILES: [NH2:1][C:2]1[CH:3]=[N:4][N:5]([CH2:7][C:8]([NH:10][C:11]2[CH:16]=[CH:15][CH:14]=[C:13]([F:17])[CH:12]=2)=[O:9])[CH:6]=1.[C:18]([O:21][C:22]1[CH:31]=[C:30]2[C:25]([C:26](Cl)=[N:27][CH:28]=[N:29]2)=[CH:24][C:23]=1[O:33][CH3:34])(=[O:20])[CH3:19]>CC(N(C)C)=O.C(OCC)C>[C:18]([O:21][C:22]1[CH:31]=[C:30]2[C:25]([C:26]([NH:1][C:2]3[CH:3]=[N:4][N:5]([CH2:7][C:8]([NH:10][C:11]4[CH:16]=[CH:15][CH:14]=[C:13]([F:17])[CH:12]=4)=[O:9])[CH:6]=3)=[N:27][CH:28]=[N:29]2)=[CH:24][C:23]=1[O:33][CH3:34])(=[O:20])[CH3:19].[F:17][C:13]1[CH:12]=[C:11]([NH:10][C:8](=[O:9])[CH2:7][N:5]2[CH:6]=[C:2]([NH:1][C:26]3[C:25]4[C:30](=[CH:31][C:22]([OH:21])=[C:23]([O:33][CH3:34])[CH:24]=4)[N:29]=[CH:28][N:27]=3)[CH:3]=[N:4]2)[CH:16]=[CH:15][CH:14]=1. Reported procedure: A solution of 2-(4-amino-1H-pyrazol-1-yl)-N-(3-fluorophenyl)acetamide (0.246 g, 1.05 mmol) and 4-chloro-6-methoxyquinazolin-7-yl acetate (see WO96/15118, 0.252 g, 1.0 mmol) in dimethylacetamide (5 ml) was heated at 90° C. for 2 hours. The mixture was allowed to cool to room temperature and then diluted with diethyl ether and filtered. The solid was washed with diethyl ether and then dried in vacuo to leave 4-[(1-{2-[(3-fluorophenyl)amino]-2-oxoethyl}-1H-pyrazol-4-yl)amino]-6-methoxyquinazolin-7-... Starting materials: OC\1C(NC=2C=C(C=CC2C2=CC=NC([C@H](C/C=C1)NC(OC(C)(C)C)=O)=C2)NC(=O)OC)=O (tert-butyl N-[(11E,14S)-10-hydroxy-5-[(methoxycarbonyl)amino]-9-oxo-8,16-diazatricyclo[13.3.1.02,7]nonadeca-1(18),2(7),3,5,11,15(19),16-heptaen-14-yl]carbamate), CC(=O)OI1(C2=CC=CC=C2C(=O)O1)(OC(=O)C)OC(=O)C (Dess-MartinPeriodinane), O (water). Solvent: C(=O)(O)[O-].[Na+] (NaHCO3), C(Cl)Cl (DCM). Conditions: time 1 hour. The product is COC(=O)NC1=CC=C2C=3C=CN=C([C@H](CCCC(C(NC2=C1)=O)=O)NC(OC(C)(C)C)=O)C3 (tert-butyl N-[(14S)-5-[(methoxycarbonyl)amino]-9,10-dioxo-8,16-diazatricyclo[13.3.1.02,7]nonadeca-1(19),2,4,6,15,17-hexaen-14-yl]carbamate). RXN SMILES: [OH:1][CH:2]1[C:3](=[O:34])[NH:4][C:5]2[CH:6]=[C:7]([NH:29][C:30]([O:32][CH3:33])=[O:31])[CH:8]=[CH:9][C:10]=2[C:11]2[CH:28]=[C:15]([C@@H:16]([NH:20][C:21](=[O:27])[O:22][C:23]([CH3:26])([CH3:25])[CH3:24])[CH2:17][CH:18]=[CH:19]1)[N:14]=[CH:13][CH:12]=2.CC(OI1(OC(C)=O)(OC(C)=O)OC(=O)C2C1=CC=CC=2)=O.O>C(Cl)Cl.C([O-])(O)=O.[Na+]>[CH3:33][O:32][C:30]([NH:29][C:7]1[CH:6]=[C:5]2[C:10]([C:11]3[CH:12]=[CH:13][N:14]=[C:15]([CH:28]=3)[C@@H:16]([NH:20][C:21](=[O:27])[O:22][C:23]([CH3:24])([CH3:26])[CH3:25])[CH2:17][CH2:18][CH2:19][C:2](=[O:1])[C:3](=[O:34])[NH:4]2)=[CH:9][CH:8]=1)=[O:31] |f:4.5|. Procedure: A solution of 123B (360 mg, 0.765 mmol) in DCM (7.5 mL) was added Dess-MartinPeriodinane (357 mg, 0.842 mmol) and stirred at rt. After 1 hr, the reaction mixture was diluted with a small amount of sat. NaHCO3 and some water was added. The reaction mixture was extracted with DCM (3×). The combined organic extracts were washed with brine, dried (Na2SO4), filtered, and concentrated. This material was used in the next step without purification. MS (ESI) m/z: 487.2 (M+H2O+H)+.